Dataset: the Open Reaction Database (ORD), a public repository of structured organic reaction records. Task: describe an organic reaction: reactants, conditions, products, and yield Starting materials: COC1=CC=C(CN2N=C(C=3C2=NC=C(C3)NC3=CC=C(C=C3)CN3CCN(CC3)C)C)C=C1 (1-(4-methoxybenzyl)-3-methyl-N-(4-((4-methylpiperazin-1-yl)methyl)phenyl)-1H-pyrazolo[3,4-b]pyridin-5-amine), FC(C(=O)O)(F)F (trifluoroacetic acid). Run in C(Cl)(Cl)Cl (CHCl3). Run at temperature 60 celsius. The product is CC1=NNC2=NC=C(C=C21)NC2=CC=C(C=C2)CN2CCN(CC2)C (3-methyl-N-(4-((4-methylpiperazin-1-yl)methyl)phenyl)-1H-pyrazolo[3,4-b]pyridin-5-amine). RXN SMILES: COC1C=CC(C[N:8]2[C:12]3=[N:13][CH:14]=[C:15]([NH:17][C:18]4[CH:23]=[CH:22][C:21]([CH2:24][N:25]5[CH2:30][CH2:29][N:28]([CH3:31])[CH2:27][CH2:26]5)=[CH:20][CH:19]=4)[CH:16]=[C:11]3[C:10]([CH3:32])=[N:9]2)=CC=1.FC(F)(F)C(O)=O>C(Cl)(Cl)Cl>[CH3:32][C:10]1[C:11]2[C:12](=[N:13][CH:14]=[C:15]([NH:17][C:18]3[CH:23]=[CH:22][C:21]([CH2:24][N:25]4[CH2:26][CH2:27][N:28]([CH3:31])[CH2:29][CH2:30]4)=[CH:20][CH:19]=3)[CH:16]=2)[NH:8][N:9]=1. Reported procedure: To a stirred solution of 1-(4-methoxybenzyl)-3-methyl-N-(4-((4-methylpiperazin-1-yl)methyl)phenyl)-1H-pyrazolo[3,4-b]pyridin-5-amine (166) (40 mg, 0.657 mmol) in CHCl3 (10 mL) was added trifluoroacetic acid (6 mL) and the reaction mass heated at 60° C. overnight. After completion of the reaction the solvents were completely distilled off and diluted with water and the pH was adjusted to 9 and extracted with chloroform twice. The combined organic layer was washed with brine solution and dried ove... The reactants are CN(/C=C/C(=O)C1=NN(C=CC1=O)C1=CC(=CC=C1)S(=O)(=O)C)C (3-((E)-3-Dimethylamino-acryloyl)-1-(3-methansulfonyl-phenyl)-1H-pyridazin-4-one), C1(=CC=CC=C1)NN (phenylhydrazine). Product: CS(=O)(=O)C=1C=C(C=CC1)N1N=C(C(C=C1)=O)C=1N(N=CC1)C1=CC=CC=C1 (1-(3-Methanesulfonyl-phenyl)-3-(2-phenyl-2H-pyrazol-3-yl)-1H-pyridazin-4-one). Isolated yield 47.0%. Reaction SMILES: C[N:2](C)/[CH:3]=[CH:4]/[C:5]([C:7]1[C:12](=[O:13])[CH:11]=[CH:10][N:9]([C:14]2[CH:19]=[CH:18][CH:17]=[C:16]([S:20]([CH3:23])(=[O:22])=[O:21])[CH:15]=2)[N:8]=1)=O.[C:25]1([NH:31]N)[CH:30]=[CH:29][CH:28]=[CH:27][CH:26]=1>>[CH3:23][S:20]([C:16]1[CH:15]=[C:14]([N:9]2[CH:10]=[CH:11][C:12](=[O:13])[C:7]([C:5]3[N:31]([C:25]4[CH:30]=[CH:29][CH:28]=[CH:27][CH:26]=4)[N:2]=[CH:3][CH:4]=3)=[N:8]2)[CH:19]=[CH:18][CH:17]=1)(=[O:22])=[O:21]. Procedure: The product was obtained starting from 3-((E)-3-Dimethylamino-acryloyl)-1-(3-methansulfonyl-phenyl)-1H-pyridazin-4-one (A-7) and phenylhydrazine according to the method described for Example 1 in 47% yield. MS: M=393.0 (M+H)+ Reactants: NC=1C=C(C=CC1)C1=NN=NN1 (5-(3-Aminophenyl)tetrazole), C(CCC)OC(C(=O)[O-])=O (n-butyloxalate). Procedure: 5-(3-Aminophenyl)tetrazole (1.7 g) was added to 12 ml of n-butyloxalate and reacted at a bath temperature of 165° to 175° C. for 1.5 hr while stirring. After cooling, the precipitated crystals were filtered off and recrystallized from acetone-n-hexane, to give 2.3 g (yield: 75%) of 5-(3-n-butyloxalylaminophenyl)tetrazole. Yield: 75.0%. Yields the product CCCCOC(=O)C(=O)NC1=CC=CC(=C1)C2=NNN=N2 (5-(3-n-butyloxalylaminophenyl)tetrazole). RXN SMILES: [NH2:1][C:2]1[CH:3]=[C:4]([C:8]2[NH:12][N:11]=[N:10][N:9]=2)[CH:5]=[CH:6][CH:7]=1.[CH2:13]([O:17][C:18](=[O:22])[C:19]([O-])=[O:20])[CH2:14][CH2:15][CH3:16]>>[CH3:16][CH2:15][CH2:14][CH2:13][O:17][C:18]([C:19]([NH:1][C:2]1[CH:3]=[C:4]([C:8]2[N:12]=[N:11][NH:10][N:9]=2)[CH:5]=[CH:6][CH:7]=1)=[O:20])=[O:22]. Reactants: N1=CC(=CC=C1)C=CC(=O)O (3-(3-pyridyl)-acrylic acid), C1(=CC=CC=C1)[C@H]1[C@@H](C1)C(=O)NCCCCN (4-(trans-2-phenyl-cyclopropyl-carbonylamino)-butylamine), TEA, C=1C=CC2=C(C1)N=NN2O (HOBT), C(CCl)Cl (EDC). The solvent is ClCCl (dichloromethane), ClCCl (dichloromethane). Conditions: time 30 minute. Product: C1(=CC=CC=C1)[C@H]1[C@@H](C1)C(=O)NCCCCNC(C=CC=1C=NC=CC1)=O (N-[4-(trans-2-phenyl-cyclopropyl-carbonylamino)-butyl]-3-pyridin-3-yl-acrylamide). As a reaction SMILES: [N:1]1[CH:6]=[CH:5][CH:4]=[C:3]([CH:7]=[CH:8][C:9]([OH:11])=O)[CH:2]=1.C1C=CC2N(O)N=NC=2C=1.C(Cl)CCl.[C:26]1([C@@H:32]2[CH2:34][C@H:33]2[C:35]([NH:37][CH2:38][CH2:39][CH2:40][CH2:41][NH2:42])=[O:36])[CH:31]=[CH:30][CH:29]=[CH:28][CH:27]=1>ClCCl>[C:26]1([C@@H:32]2[CH2:34][C@H:33]2[C:35]([NH:37][CH2:38][CH2:39][CH2:40][CH2:41][NH:42][C:9](=[O:11])[CH:8]=[CH:7][C:3]2[CH:2]=[N:1][CH:6]=[CH:5][CH:4]=2)=[O:36])[CH:31]=[CH:30][CH:29]=[CH:28][CH:27]=1. Reported procedure: 2.4 g (16.1 mmol) 3-(3-pyridyl)-acrylic acid and 5.3 ml (38.0 mmol) TEA are suspended in 80 ml abs. dichloromethane and cooled to ca. 0° C. under moisture exclusion. 2.9 g (18.9 mmol) 88% HOBT and 3.6 g (18.8 mmol) EDC are added and the mixture is stirred for 30 min under ice cooling. 5.3 g (17.0 mmol) 4-(trans-2-phenyl-cyclopropyl-carbonylamino)-butylamine are dissolved in 30 ml abs. dichloromethane and added drop-wise under ice cooling. The mixture is stirred overnight at RT without further co... The reactants are COC=1C=C2CCC(C(C2=CC1)=O)NC(=O)C1=C(C(=NO1)C1=CC=CC=C1)C(F)(F)F (N-(6-methoxy-1-oxo-1,2,3,4-tetrahydronaphthalen-2-yl)-3-phenyl-4-(trifluoromethyl)isoxazole-5-carboxamide), P(=O)(Cl)(Cl)Cl (phosphorous oxychloride). Run in ClC(C)Cl (dichloroethane). Yields the product COC=1C=C2CCC=3N=C(OC3C2=CC1)C1=C(C(=NO1)C1=CC=CC=C1)C(F)(F)F (7-methoxy-2-(3-phenyl-4-(trifluoromethyl)isoxazol-5-yl)-4,5-dihydronaphtho[2,1-d]oxazole). The yield is 97.0%. As a reaction SMILES: [CH3:1][O:2][C:3]1[CH:4]=[C:5]2[C:10](=[CH:11][CH:12]=1)[C:9](=[O:13])[CH:8]([NH:14][C:15]([C:17]1[O:21][N:20]=[C:19]([C:22]3[CH:27]=[CH:26][CH:25]=[CH:24][CH:23]=3)[C:18]=1[C:28]([F:31])([F:30])[F:29])=O)[CH2:7][CH2:6]2.P(Cl)(Cl)(Cl)=O>ClC(Cl)C>[CH3:1][O:2][C:3]1[CH:4]=[C:5]2[C:10](=[CH:11][CH:12]=1)[C:9]1[O:13][C:15]([C:17]3[O:21][N:20]=[C:19]([C:22]4[CH:23]=[CH:24][CH:25]=[CH:26][CH:27]=4)[C:18]=3[C:28]([F:29])([F:31])[F:30])=[N:14][C:8]=1[CH2:7][CH2:6]2. Procedure: A solution of N-(6-methoxy-1-oxo-1,2,3,4-tetrahydronaphthalen-2-yl)-3-phenyl-4-(trifluoromethyl)isoxazole-5-carboxamide (Preparation 43A, 135.6 mg, 0.315 mmol) and phosphorous oxychloride (1.468 mL, 15.75 mmol) in anhydrous dichloroethane (5 mL) was heated under an argon atmosphere at 85° C. for 13 hrs. The solvent and excess phosphorous oxychloride were evaporated off and the residue was purified by Combiflash (12 g silica gel) eluting with 2:8 ethyl acetate-hexane to give the desired 7-methoxy... The reactants are CCCC(=O)C1=C(O)CC(c2ccc(C(=O)SCC)cc2)CC1=O, C=CCON, C1CCOC1. Yields the product C=CCON=C(CCC)C1=C(O)CC(c2ccc(C(=O)SCC)cc2)CC1=O. RXN SMILES: [C:1]([CH2:2][CH2:3][CH3:4])(=[O:5])[C:6]1=[C:11]([OH:12])[CH2:10][CH:9]([c:13]2[cH:14][cH:15][c:16]([C:19](=[O:20])[S:21][CH2:22][CH3:23])[cH:17][cH:18]2)[CH2:8][C:7]1=[O:24].[CH2:25]([CH:26]=[CH2:27])[O:28][NH2:29].[O:30]1[CH2:31][CH2:32][CH2:33][CH2:34]1>>[C:1]([CH2:2][CH2:3][CH3:4])([C:6]1=[C:11]([OH:12])[CH2:10][CH:9]([c:13]2[cH:14][cH:15][c:16]([C:19](=[O:20])[S:21][CH2:22][CH3:23])[cH:17][cH:18]2)[CH2:8][C:7]1=[O:24])=[N:29][O:28][CH2:25][CH:26]=[CH2:27]. Starting materials: OCCOCCNC(=O)C1=CC2=C(N(C(=N2)NC=2SC3=C(N2)C=CC(=C3)OC(F)(F)F)C)C=C1 (1-methyl-2-(6-trifluoromethoxy-benzothiazol-2-ylamino)-1H-benzoimidazole-5-carboxylic acid [2-(2-hydroxy-ethoxy)-ethyl]-amide), COCCN(CCOC)S(F)(F)F (bis(2-methoxyethyl)aminosulfur trifluoride). The product is FCCOCCNC(=O)C1=CC2=C(N(C(=N2)NC=2SC3=C(N2)C=CC(=C3)OC(F)(F)F)C)C=C1 (1-Methyl-2-(6-trifluoromethoxy-benzothiazol-2-ylamino)-1H-benzoimidazole-5-carboxylic acid [2-(2-fluoro-ethoxy)-ethyl]-amide). RXN SMILES: O[CH2:2][CH2:3][O:4][CH2:5][CH2:6][NH:7][C:8]([C:10]1[CH:34]=[CH:33][C:13]2[N:14]([CH3:32])[C:15]([NH:17][C:18]3[S:19][C:20]4[CH:26]=[C:25]([O:27][C:28]([F:31])([F:30])[F:29])[CH:24]=[CH:23][C:21]=4[N:22]=3)=[N:16][C:12]=2[CH:11]=1)=[O:9].COCCN(S(F)(F)[F:45])CCOC>>[F:45][CH2:2][CH2:3][O:4][CH2:5][CH2:6][NH:7][C:8]([C:10]1[CH:34]=[CH:33][C:13]2[N:14]([CH3:32])[C:15]([NH:17][C:18]3[S:19][C:20]4[CH:26]=[C:25]([O:27][C:28]([F:30])([F:31])[F:29])[CH:24]=[CH:23][C:21]=4[N:22]=3)=[N:16][C:12]=2[CH:11]=1)=[O:9]. Procedure details: 1-Methyl-2-(6-trifluoromethoxy-benzothiazol-2-ylamino)-1H-benzoimidazole-5-carboxylic acid [2-(2-fluoro-ethoxy)-ethyl]-amide (53 mg) was prepared by following General Procedure H starting from 1-methyl-2-(6-trifluoromethoxy-benzothiazol-2-ylamino)-1H-benzoimidazole-5-carboxylic acid [2-(2-hydroxy-ethoxy)-ethyl]-amide (50 mg) and bis(2-methoxyethyl)aminosulfur trifluoride (47 uL). LC/MS: m/z 498.9. 1H NMR (DMSO-d6, 400 MHz): δ 12.39 (bs, 1H), 8.51 (s, 1H), 8.09 (s, 1H), 7.93 (s, 1H), 7.86-7.62 (m... Yields the product Cc1ccccc1Cn1c(CNCCC(C)C)nc2ccccc21. Starting materials: CC(C)CCN, CC#N, Cc1ccccc1Cn1c(CCl)nc2ccccc21. As a reaction SMILES: [CH2:20]([CH2:21][CH:22]([CH3:23])[CH3:24])[NH2:25].[CH3:26][C:27]#[N:28].[Cl:1][CH2:2][c:3]1[n:4][c:5]2[c:6]([n:7]1[CH2:8][c:9]1[c:10]([CH3:15])[cH:11][cH:12][cH:13][cH:14]1)[cH:16][cH:17][cH:18][cH:19]2>>[CH2:2]([c:3]1[n:4][c:5]2[c:6]([n:7]1[CH2:8][c:9]1[c:10]([CH3:15])[cH:11][cH:12][cH:13][cH:14]1)[cH:16][cH:17][cH:18][cH:19]2)[NH:25][CH2:20][CH2:21][CH:22]([CH3:23])[CH3:24]. The reactants are ClC1=NC=CC(=N1)C (2-chloro-4-methylpyrimidine), S1C=CC=C1 (thiophene), C(CCC)[Li] (n-butyl lithium). Solvent: CCOCC (ether), CCOCC (ether), hexanes. Conditions: temperature 0 celsius, time 15 minute. Product: ClC1=NC(=CC(=N1)C)C=1SC=CC1 (2-chloro-4-methyl-6-(2-thienyl)pyrimidine). Isolated yield 12.8%. As a reaction SMILES: [S:1]1[CH:5]=[CH:4][CH:3]=[CH:2]1.C([Li])CCC.[Cl:11][C:12]1[N:17]=[C:16]([CH3:18])[CH:15]=[CH:14][N:13]=1>CCOCC>[Cl:11][C:12]1[N:17]=[C:16]([CH3:18])[CH:15]=[C:14]([C:2]2[S:1][CH:5]=[CH:4][CH:3]=2)[N:13]=1. Procedure: Part B: To thiophene (0.66 g) in dry ether (25 mL) at 0° C. was added n-butyl lithium in hexanes (1.6 M, 2.7 mL) and the reaction was stirred at 0° C. for 15 minutes. After cooling to −30° C., a solution of 2-chloro-4-methylpyrimidine (1.0 g) in ether (10 mL) was slowly added and the reaction was stirred at −30° C. for 30 minutes and at 0° C. an additional 30 minutes before quenching with a mixture of acetic acid (glacial, 0.45 mL), water (0.5 mL) and tetrahydrofuran (1.0 mL). 2,3-Dichloro-5,6-d...